This data is from the Open Reaction Database (ORD), a public repository of structured organic reaction records. The task is: describe an organic reaction: reactants, conditions, products, and yield Reactants: CCN(C(C)C)C(C)C, CN(C)C=O, O=C(CCl)Nc1ccc(Cl)c(C(F)(F)F)c1, Nc1ccc(Oc2ccncc2)cc1. Product: O=C(CNc1ccc(Oc2ccncc2)cc1)Nc1ccc(Cl)c(C(F)(F)F)c1. As a reaction SMILES: [CH2:31]([N:32]([CH:33]([CH3:34])[CH3:35])[CH:36]([CH3:37])[CH3:38])[CH3:39].[CH3:40][N:41]([CH3:42])[CH:43]=[O:44].[Cl:1][CH2:2][C:3](=[O:4])[NH:5][c:6]1[cH:7][c:8]([C:13]([F:14])([F:15])[F:16])[c:9]([Cl:12])[cH:10][cH:11]1.[n:17]1[cH:18][cH:19][c:20]([O:23][c:24]2[cH:25][cH:26][c:27]([NH2:30])[cH:28][cH:29]2)[cH:21][cH:22]1>>[CH2:2]([C:3](=[O:4])[NH:5][c:6]1[cH:7][c:8]([C:13]([F:14])([F:15])[F:16])[c:9]([Cl:12])[cH:10][cH:11]1)[NH:30][c:27]1[cH:26][cH:25][c:24]([O:23][c:20]2[cH:19][cH:18][n:17][cH:22][cH:21]2)[cH:29][cH:28]1.